From a dataset of the Open Reaction Database (ORD), a public repository of structured organic reaction records. describe an organic reaction: reactants, conditions, products, and yield Starting materials: O=[N+]([O-])c1cc(O)cc(C(F)(F)F)c1, [OH-], [OH-], [Pd+2]. Yields the product Nc1cc(O)cc(C(F)(F)F)c1. RXN SMILES: [N+:1]([O-:2])(=[O:3])[c:4]1[cH:5][c:6]([OH:14])[cH:7][c:8]([C:10]([F:11])([F:12])[F:13])[cH:9]1.[OH-:15].[OH-:17].[Pd+2:16]>>[NH2:1][c:4]1[cH:5][c:6]([OH:14])[cH:7][c:8]([C:10]([F:11])([F:12])[F:13])[cH:9]1.